From a dataset of the Open Reaction Database (ORD), a public repository of structured organic reaction records. describe an organic reaction: reactants, conditions, products, and yield Reactants: CCCCCCCCc1ccc(N)cc1, O=Cc1c[nH]c2ccccc12. The product is CCCCCCCCc1ccc(NCc2c[nH]c3ccccc23)cc1. As a reaction SMILES: [CH2:12]([CH2:13][CH2:14][CH2:15][CH2:16][CH2:17][CH2:18][CH3:19])[c:20]1[cH:21][cH:22][c:23]([NH2:24])[cH:25][cH:26]1.[nH:1]1[cH:2][c:3]([CH:10]=[O:11])[c:4]2[cH:5][cH:6][cH:7][cH:8][c:9]12>>[nH:1]1[cH:2][c:3]([CH2:10][NH:24][c:23]2[cH:22][cH:21][c:20]([CH2:12][CH2:13][CH2:14][CH2:15][CH2:16][CH2:17][CH2:18][CH3:19])[cH:26][cH:25]2)[c:4]2[cH:5][cH:6][cH:7][cH:8][c:9]12. Reactants: C1(=CC=CC=C1)P(C1=CC=CC=C1)(C1=CC=CC=C1)=O (triphenylphosphine oxide), C1(=CC=CC=C1)P(C1=CC=CC=C1)(C1=CC=CC=C1)=S (triphenylphosphine sulfide). The product is C1(=CC=CC=C1)P(C1=CC=CC=C1)C1=CC=CC=C1 (triphenylphosphine). Isolated yield 71.0%. RXN SMILES: [C:1]1([P:7](=O)([C:14]2[CH:19]=[CH:18][CH:17]=[CH:16][CH:15]=2)[C:8]2[CH:13]=[CH:12][CH:11]=[CH:10][CH:9]=2)[CH:6]=[CH:5][CH:4]=[CH:3][CH:2]=1.C1(P(=S)(C2C=CC=CC=2)C2C=CC=CC=2)C=CC=CC=1>>[C:14]1([P:7]([C:1]2[CH:2]=[CH:3][CH:4]=[CH:5][CH:6]=2)[C:8]2[CH:13]=[CH:12][CH:11]=[CH:10][CH:9]=2)[CH:15]=[CH:16][CH:17]=[CH:18][CH:19]=1. Procedure: To an oven-dried 50-ml autoclave liner were added 16.68 g of triphenylphosphine oxide (.06 mole) and 0.057 g of sulfur (.0018 mole). The solids were treated with 11.12 g of silicon tetrachloride (.066 mole) and the mixture was placed in an autoclave which was then charged to a pressure of 715 p.s.i.g. (48 atm.) with hydrogen. The mixture was heated to 250°C for 15 hours at a maximum pressure of 77 atm. After cooling and venting, the reaction mixture was worked up by first partitioning between wa... Starting materials: S(=O)(Cl)Cl (thionylchloride), C(C)OC(=O)C(C1=CC=C(C=C1)C#N)N1C=NC=C1CCCO (1-(α-ethoxycarbonyl-p-cyanobenzyl)-1H-imidazole-5-propanol). The solvent is C(Cl)Cl (methylene chloride). Yields the product Cl.ClCCCC1=CN=CN1C(C1=CC=C(C=C1)C#N)C(=O)OCC (5-(3-chloropropyl)-1-(α-ethoxycarbonyl-p-cyanobenzyl)-1H-imidazole hydrochloride). RXN SMILES: S(Cl)([Cl:3])=O.[CH2:5]([O:7][C:8]([CH:10]([N:19]1[C:23]([CH2:24][CH2:25][CH2:26]O)=[CH:22][N:21]=[CH:20]1)[C:11]1[CH:16]=[CH:15][C:14]([C:17]#[N:18])=[CH:13][CH:12]=1)=[O:9])[CH3:6]>C(Cl)Cl>[ClH:3].[Cl:3][CH2:26][CH2:25][CH2:24][C:23]1[N:19]([CH:10]([C:8]([O:7][CH2:5][CH3:6])=[O:9])[C:11]2[CH:16]=[CH:15][C:14]([C:17]#[N:18])=[CH:13][CH:12]=2)[CH:20]=[N:21][CH:22]=1 |f:3.4|. Reported procedure: To a solution of 5.75 g of thionylchloride in 80 ml of methylene chloride is added 8.4 g of 1-(α-ethoxycarbonyl-p-cyanobenzyl)-1H-imidazole-5-propanol as a solid in portions. When addition is complete, the solution is refluxed for 1.5 h, cooled in ice and filtered to obtain 5-(3-chloropropyl)-1-(α-ethoxycarbonyl-p-cyanobenzyl)-1H-imidazole hydrochloride. The salt is partitioned between methylene chloride and saturated sodium bicarbonate. The organic extracts are washed with water, dried over sod... Reactants: FC1(CCN(CC1)C(CN)C1=CC=C(C=C1)C(F)(F)F)F (2-(4,4-difluoropiperidin-1-yl)-2-(4-(trifluoromethyl)phenyl)-ethanamine), C1(CC1)C1=NC=C(C=N1)C=O (2-cyclopropylpyrimidine-5-carbaldehyde), N1CCOCC1 (morpholine). Product: C1(CC1)C1=NC=C(C=N1)C(CN)N1CCOCC1 (2-(2-cyclopropylpyrimidin-5-yl)-2-morpholinoethanamine). Reaction SMILES: FC1(F)[CH2:7][CH2:6][N:5]([CH:8]([C:11]2[CH:16]=CC(C(F)(F)F)=C[CH:12]=2)[CH2:9][NH2:10])[CH2:4][CH2:3]1.[CH:22]1([C:25]2[N:30]=CC(C=O)=C[N:26]=2)[CH2:24][CH2:23]1.N1CC[O:36]CC1>>[CH:22]1([C:25]2[N:30]=[CH:12][C:11]([CH:8]([N:5]3[CH2:4][CH2:3][O:36][CH2:7][CH2:6]3)[CH2:9][NH2:10])=[CH:16][N:26]=2)[CH2:24][CH2:23]1. Reported procedure: This compound was prepared using a method analogous to that of 2-(4,4-difluoropiperidin-1-yl)-2-(4-(trifluoromethyl)phenyl)-ethanamine (A.2.18), 2-cyclopropylpyrimidine-5-carbaldehyde replacing 4-(trifluoromethyl)benzaldehyde and morpholine replacing 4,4-difluoropiperidine HCl. Reactants: ICC (iodoethane), C([O-])([O-])=O.[K+].[K+] (potassium carbonate), CC1(CC(NC2=CC(=CC=C12)C#N)=O)C (4,4-dimethyl-1,2,3,4-tetrahydro-2-oxo-7-quinolinecarbonitrile), ICC (iodoethane), C([O-])([O-])=O.[K+].[K+] (potassium carbonate), CC1(CC(N(C2=CC(=CC=C12)C(=O)O)CC)=O)C (4,4-dimethyl-1-ethyl-1,2,3,4-tetrahydro-2-oxo-7-quinolinecarboxylic acid), CC1(CC(NC2=CC(=CC=C12)C(=O)O)=O)C (4,4-dimethyl-1,2,3,4-tetrahydro-2-oxo-7-quinolinecarboxylic acid), A-3,818,830. Procedure details: One prepared 4,4-dimethyl-1-ethyl-1,2,3,4-tetrahydro-2-oxo-7-quinolinecarboxylic acid analogously to the procedure for 4,4-dimethyl-1,2,3,4-tetrahydro-2-oxo-7-quinolinecarboxylic acid (DE-A-3,818,830) as follows: one stirred 4,4-dimethyl-1,2,3,4-tetrahydro-2-oxo-7-quinolinecarbonitrile (2.0 g, 10.0 mmol), iodoethane (1 ml, 12.0 mmol) and potassium carbonate (1.70 g, 12.0 mmol) for one hour at 60° C., again added iodoethane (2 ml, 24 mmol) and potassium carbonate (2.5 g, 25 mmol) thereto and stir... Yields the product CC1(CC(N(C2=CC(=CC=C12)C#N)CC)=O)C (4,4-dimethyl-1-ethyl-1,2,3,4-tetrahydro-2-oxo-7-quinolinecarbonitrile). The solvent is O (water). RXN SMILES: [CH3:1][C:2]1([CH3:18])[C:11]2[C:6](=[CH:7][C:8]([C:12](O)=O)=[CH:9][CH:10]=2)[N:5]([CH2:15][CH3:16])[C:4](=[O:17])[CH2:3]1.CC1(C)C2C(=CC(C(O)=O)=CC=2)[NH:23]C(=O)C1.CC1(C)C2C(=CC(C#N)=CC=2)NC(=O)C1.ICC.C(=O)([O-])[O-].[K+].[K+]>O>[CH3:1][C:2]1([CH3:18])[C:11]2[C:6](=[CH:7][C:8]([C:12]#[N:23])=[CH:9][CH:10]=2)[N:5]([CH2:15][CH3:16])[C:4](=[O:17])[CH2:3]1 |f:4.5.6|. Isolated yield 48.0%. Reactants: C(C)(=O)OCC (ethyl acetate), C(C=C)OC(=O)N1[C@@H](CCC1)C(=O)OC ((2S)-1-allyloxycarbonyl-2-methoxycarbonylpyrrolidine), [BH4-].[Na+] (sodium borohydride). Run in [Cl-].[Na+].O (brine), C(C)O (ethanol). Run at time 18 hour. Product: C(C=C)OC(=O)N1[C@@H](CCC1)CO ((2S)-1-allyloxycarbonyl-2-hydroxymethylpyrrolidine). Isolated yield 44.3%. RXN SMILES: [CH2:1]([O:4][C:5]([N:7]1[CH2:11][CH2:10][CH2:9][C@H:8]1[C:12](OC)=[O:13])=[O:6])[CH:2]=[CH2:3].[BH4-].[Na+].C(OCC)(=O)C>C(O)C.[Cl-].[Na+].O>[CH2:1]([O:4][C:5]([N:7]1[CH2:11][CH2:10][CH2:9][C@H:8]1[CH2:12][OH:13])=[O:6])[CH:2]=[CH2:3] |f:1.2,5.6.7|. Reported procedure: To a solution of (2S)-1-allyloxycarbonyl-2-methoxycarbonylpyrrolidine (2.0 g) in ethanol (30 ml) was added sodium borohydride (1.06 g) at 20° C. and the resulting mixture was allowed to stir for 18 hours at 20°-25° C. The reaction mixture was taken up into a mixture of brine (100 ml) and ethyl acetate (100 ml). The organic layer was washed with brine, dried over magnesium sulfate and evaporated. The residue was chromatographed on silica gel (50 ml) eluting with a mixture of dichloromethane and a...